From a dataset of the Open Reaction Database (ORD), a public repository of structured organic reaction records. describe an organic reaction: reactants, conditions, products, and yield RXN SMILES: [C:1]([C:5]1[CH:6]=[C:7]2[C:12](=[CH:13][CH:14]=1)[NH:11][C:10](=NO)[CH2:9][CH2:8]2)(=O)[CH2:2][CH3:3].[NH3:17].C[OH:19]>[Ni]>[NH2:17][CH:1]([C:5]1[CH:6]=[C:7]2[C:12](=[CH:13][CH:14]=1)[NH:11][C:10](=[O:19])[CH2:9][CH2:8]2)[CH2:2][CH3:3]. Reactants: C(CC)(=O)C=1C=C2CCC(NC2=CC1)=NO (6-propionyl-3,4-dihydro-quinolin-2-one-oxime), N (ammonia), CO (methanol). Product: NC(CC)C=1C=C2CCC(NC2=CC1)=O (6-(1-aminopropyl)-3,4-dihydro-quinolin-2-one). The reagents and catalysts are [Ni] (Raney nickel). Procedure details: Example P-12:9.2 g of 6-propionyl-3,4-dihydro-quinolin-2-one-oxime, 10 g ofdry ammonia and 3 g of Raney nickel in 130 ml of absolute methanol are placed in a hydrogenation autoclave. The batch is hydrogenated for 12 hours at a temperature of 50° C. and a pressure of 70 bar. The catalyst is then filtered off and the solvent, as well as the excess NH3, is removed under a water-jet vacuum. Purification is carried outby flash chromatography (eluant: ethanol/ether 1:3), yielding 8.2 g of 6-(1-aminopr... Reaction conditions: time 12 hour. The reactants are C(O)([O-])=O.[Na+] (sodium hydrogencarbonate), ClCC=NO (chloroacetoaldehyde oxime), concentrated sulflic acid, C=C(C)C (isobutene). The solvent is C(C)OCC (diethyl ether). Product: C(C)(C)(C)ON=CCCl (chloroacetoaldehyde O-tert-butyloxime). RXN SMILES: [Cl:1][CH2:2][CH:3]=[N:4][OH:5].[CH2:6]=[C:7]([CH3:9])[CH3:8].C(=O)([O-])O.[Na+]>C(OCC)C>[C:7]([O:5][N:4]=[CH:3][CH2:2][Cl:1])([CH3:9])([CH3:8])[CH3:6] |f:2.3|. Procedure: Then, 0.47 g of chloroacetoaldehyde oxime, 0.1 ml of concentrated sulflic acid, and 10 ml of diethyl ether are placed in a reaction vessel, into which isobutene gas is blown with stirring under ice cooling, and the stirring is further continued at room temperature. After completion of the reaction, the reaction mixture is slowly poured into saturated aqueous sodium hydrogencarbonate solution, and extracted twice with diethyl ether. The diethyl ether layers are combined, washed with 10% aqueous s... Starting materials: [N+](=O)([O-])C1=CC=C(C(C(=O)O)=C1)O (5-nitrosalicylic acid), FC(C=1C=C(N)C=C(C1)C(F)(F)F)(F)F (3,5-bis(trifluoromethyl)aniline), raw materials. The product is FC(C=1C=C(C=C(C1)C(F)(F)F)NC(C1=C(C=CC(=C1)[N+](=O)[O-])O)=O)(F)F (N-[3,5-Bis(trifluoromethyl)phenyl]-2-hydroxy-5-nitrobenzamide). Yield: 57.2%. Reaction SMILES: [N+:1]([C:4]1[CH:12]=[C:8]([C:9]([OH:11])=O)[C:7]([OH:13])=[CH:6][CH:5]=1)([O-:3])=[O:2].[F:14][C:15]([F:28])([F:27])[C:16]1[CH:17]=[C:18]([CH:20]=[C:21]([C:23]([F:26])([F:25])[F:24])[CH:22]=1)[NH2:19]>>[F:14][C:15]([F:27])([F:28])[C:16]1[CH:17]=[C:18]([NH:19][C:9](=[O:11])[C:8]2[CH:12]=[C:4]([N+:1]([O-:3])=[O:2])[CH:5]=[CH:6][C:7]=2[OH:13])[CH:20]=[C:21]([C:23]([F:24])([F:26])[F:25])[CH:22]=1. Procedure details: Using 5-nitrosalicylic acid and 3,5-bis(trifluoromethyl)aniline as the raw materials, the same operation as the example 16 gave the title compound. Reactants: C([O-])([O-])=O.[K+].[K+] (potassium carbonate), CN1CCC(CC1)(OC1=C(C=C(C=C1)F)[N+](=O)[O-])C#C (1-N-methyl-4-ethynyl-4-(4-fluoro-2-nitrophenoxy)piperidine), C1(=CC=CC=C1)OC(=O)Cl (phenylchloroformate). The solvent is CCOCC (ether), ClCCl (dichloromethane), ClCCl (dichloromethane). Conditions: time 6 hour. Product: O(C1=CC=CC=C1)C(=O)N1CCC(CC1)(OC1=C(C=C(C=C1)F)[N+](=O)[O-])C#C (1-N-Phenoxycarbonyl-4-ethynyl-4-(4-fluoro-2-nitrophenoxy)piperidine). Isolated yield 74.1%. Reaction SMILES: C(=O)([O-])[O-].[K+].[K+].C[N:8]1[CH2:13][CH2:12][C:11]([C:25]#[CH:26])([O:14][C:15]2[CH:20]=[CH:19][C:18]([F:21])=[CH:17][C:16]=2[N+:22]([O-:24])=[O:23])[CH2:10][CH2:9]1.[C:27]1([O:33][C:34](Cl)=[O:35])[CH:32]=[CH:31][CH:30]=[CH:29][CH:28]=1>ClCCl.CCOCC>[O:33]([C:34]([N:8]1[CH2:13][CH2:12][C:11]([C:25]#[CH:26])([O:14][C:15]2[CH:20]=[CH:19][C:18]([F:21])=[CH:17][C:16]=2[N+:22]([O-:24])=[O:23])[CH2:10][CH2:9]1)=[O:35])[C:27]1[CH:32]=[CH:31][CH:30]=[CH:29][CH:28]=1 |f:0.1.2|. Procedure: To a stirred suspension of 5.01 g of potassium carbonate, 50 ml of dichloromethane (dried over anhydrous magnesium sulfate) and 10.1 g of 1-N-methyl-4-ethynyl-4-(4-fluoro-2-nitrophenoxy)piperidine was added dropwise a solution of 5.66 g of phenylchloroformate in 50 ml of dichloromethane (dried over anhydrous magnesium sulfate). The mixture was stirred 12 hr at ambient temperature and 6 hr at reflux under nitrogen. The suspension was poured onto ice, extracted with dichloromethane, washed with 15... The reactants are ice water, C1(=CC=CC=C1)C(OC1CCN(CC1)CCCO)C1=CC=CC=C1 (4-(Diphenylmethoxy)-1-piperidinepropanol), ClC=1C=CC=2N(N1)N=C(N2)C2=CC=CC=C2 (6-chloro-2-phenyl[1,2,4]triazolo[1,5-b]pyridazine), CC(C)([O-])C.[Na+] (sodium t-butoxide). Solvent: O1CCCC1 (tetrahydrofuran). Product: Cl.C1(=CC=CC=C1)C(OC1CCN(CC1)CCCOC=1C=CC=2N(N1)N=C(N2)C2=CC=CC=C2)C2=CC=CC=C2 (6-[3-[4-(diphenylmethoxy)piperidino]propoxy]-2-phenyl[1,2,4]triazolo[1,5-b]pyridazine hydrochloride). Isolated yield 44.0%. Reaction SMILES: [C:1]1([CH:7]([C:19]2[CH:24]=[CH:23][CH:22]=[CH:21][CH:20]=2)[O:8][CH:9]2[CH2:14][CH2:13][N:12]([CH2:15][CH2:16][CH2:17][OH:18])[CH2:11][CH2:10]2)[CH:6]=[CH:5][CH:4]=[CH:3][CH:2]=1.CC(C)([O-])C.[Na+].[Cl:31][C:32]1[CH:33]=[CH:34][C:35]2[N:36]([N:38]=[C:39]([C:41]3[CH:46]=[CH:45][CH:44]=[CH:43][CH:42]=3)[N:40]=2)[N:37]=1>O1CCCC1>[ClH:31].[C:19]1([CH:7]([C:1]2[CH:2]=[CH:3][CH:4]=[CH:5][CH:6]=2)[O:8][CH:9]2[CH2:14][CH2:13][N:12]([CH2:15][CH2:16][CH2:17][O:18][C:32]3[CH:33]=[CH:34][C:35]4[N:36]([N:38]=[C:39]([C:41]5[CH:42]=[CH:43][CH:44]=[CH:45][CH:46]=5)[N:40]=4)[N:37]=3)[CH2:11][CH2:10]2)[CH:24]=[CH:23][CH:22]=[CH:21][CH:20]=1 |f:1.2,5.6|. Reported procedure: 4-(Diphenylmethoxy)-1-piperidinepropanol (487 mg) was dissolved in dried tetrahydrofuran (10 ml), followed by addition of sodium t-butoxide (144 mg). The mixture was refluxed under heating for 40 minutes. After the mixture was cooled, 6-chloro-2-phenyl[1,2,4]triazolo[1,5-b]pyridazine (315 mg) was added thereto. This mixture was refluxed under heating for 4 hours. After the mixture was cooled, ice-water was added thereto, followed by extraction with a mixture of ethyl acetate and tetrahydrofuran ...